This data is from the Open Reaction Database (ORD), a public repository of structured organic reaction records. The task is: describe an organic reaction: reactants, conditions, products, and yield Reactants: C(C=C)OC1=CC=C(C=C1)C1C(CN(CC1)C(=O)OCC1=CC=CC=C1)OCC=1C=CC2=C(N(C(CO2)=O)CCCOC)C1 (benzyl 4-(4-allyloxyphenyl)-3-[4-(3-methoxypropyl)-3-oxo-3,4-dihydro-2H-benzo[1,4]oxazin-6-ylmethoxy]piperidine-1-carboxylate), C([O-])([O-])=O.[K+].[K+] (potassium carbonate). The reagents and catalysts are C=1C=CC(=CC1)[P](C=2C=CC=CC2)(C=3C=CC=CC3)[Pd]([P](C=4C=CC=CC4)(C=5C=CC=CC5)C=6C=CC=CC6)([P](C=7C=CC=CC7)(C=8C=CC=CC8)C=9C=CC=CC9)[P](C=1C=CC=CC1)(C=1C=CC=CC1)C=1C=CC=CC1 (tetrakis(triphenylphosphine)palladium(0)). The solvent is CO (methanol). Run at time 2 hour. The product is OC1=CC=C(C=C1)C1C(CN(CC1)C(=O)OCC1=CC=CC=C1)OCC=1C=CC2=C(N(C(CO2)=O)CCCOC)C1 (Benzyl 4-(4-hydroxyphenyl)-3-[4-(3-methoxypropyl)-3-oxo-3,4-dihydro-2H-benzo[1,4]oxazin-6-ylmethoxy]piperidine-1-carboxylate), SiO2. As a reaction SMILES: C([O:4][C:5]1[CH:10]=[CH:9][C:8]([CH:11]2[CH2:16][CH2:15][N:14]([C:17]([O:19][CH2:20][C:21]3[CH:26]=[CH:25][CH:24]=[CH:23][CH:22]=3)=[O:18])[CH2:13][CH:12]2[O:27][CH2:28][C:29]2[CH:30]=[CH:31][C:32]3[O:37][CH2:36][C:35](=[O:38])[N:34]([CH2:39][CH2:40][CH2:41][O:42][CH3:43])[C:33]=3[CH:44]=2)=[CH:7][CH:6]=1)C=C.C(=O)([O-])[O-].[K+].[K+]>CO.C1C=CC([P]([Pd]([P](C2C=CC=CC=2)(C2C=CC=CC=2)C2C=CC=CC=2)([P](C2C=CC=CC=2)(C2C=CC=CC=2)C2C=CC=CC=2)[P](C2C=CC=CC=2)(C2C=CC=CC=2)C2C=CC=CC=2)(C2C=CC=CC=2)C2C=CC=CC=2)=CC=1>[OH:4][C:5]1[CH:10]=[CH:9][C:8]([CH:11]2[CH2:16][CH2:15][N:14]([C:17]([O:19][CH2:20][C:21]3[CH:22]=[CH:23][CH:24]=[CH:25][CH:26]=3)=[O:18])[CH2:13][CH:12]2[O:27][CH2:28][C:29]2[CH:30]=[CH:31][C:32]3[O:37][CH2:36][C:35](=[O:38])[N:34]([CH2:39][CH2:40][CH2:41][O:42][CH3:43])[C:33]=3[CH:44]=2)=[CH:7][CH:6]=1 |f:1.2.3,^1:56,58,77,96|. Procedure details: The solution of 10.0 g of benzyl 4-(4-allyloxyphenyl)-3-[4-(3-methoxypropyl)-3-oxo-3,4-dihydro-2H-benzo[1,4]oxazin-6-ylmethoxy]piperidine-1-carboxylate in 160 ml of methanol is admixed successively with 0.57 g of tetrakis(triphenylphosphine)palladium(0) and potassium carbonate. The reaction mixture is stirred at room temperature over 2 hours and subsequently concentrated by evaporation. The residue is admixed slowly with 2M HCl (70 ml) and extracted with dichloromethane (2×250 ml). The organic p...